This data is from the Open Reaction Database (ORD), a public repository of structured organic reaction records. The task is: describe an organic reaction: reactants, conditions, products, and yield The reactants are N#CCBr, O=C([O-])[O-], CC#N, Cc1[nH]c2ccc(O)cc2c1C(=O)OCc1ccccc1, [K+], [K+]. Yields the product Cc1[nH]c2ccc(OCC#N)cc2c1C(=O)OCc1ccccc1. Reaction SMILES: [Br:1][CH2:2][C:3]#[N:4].[C:26](=[O:27])([O-:28])[O-:29].[CH3:32][C:33]#[N:34].[CH3:5][c:6]1[nH:7][c:8]2[cH:9][cH:10][c:11]([OH:25])[cH:12][c:13]2[c:14]1[C:15](=[O:16])[O:17][CH2:18][c:19]1[cH:20][cH:21][cH:22][cH:23][cH:24]1.[K+:30].[K+:31]>>[CH2:2]([C:3]#[N:4])[O:25][c:11]1[cH:10][cH:9][c:8]2[nH:7][c:6]([CH3:5])[c:14]([C:15](=[O:16])[O:17][CH2:18][c:19]3[cH:20][cH:21][cH:22][cH:23][cH:24]3)[c:13]2[cH:12]1. Starting materials: CCCN(CCC)CCCC(C(=O)OCC)N(C)Cc1ccc(CN(Cc2ncc[nH]2)Cc2nccn2C)cc1, Cl, O. Yields the product CCCN(CCC)CCCC(C(=O)O)N(C)Cc1ccc(CN(Cc2ncc[nH]2)Cc2nccn2C)cc1. RXN SMILES: [CH2:1]([CH3:2])[O:3][C:4]([CH:5]([CH2:6][CH2:7][CH2:8][N:9]([CH2:10][CH2:11][CH3:12])[CH2:13][CH2:14][CH3:15])[N:16]([CH3:17])[CH2:18][c:19]1[cH:20][cH:21][c:22]([CH2:25][N:26]([CH2:27][c:28]2[n:29]([CH3:33])[cH:30][cH:31][n:32]2)[CH2:34][c:35]2[nH:36][cH:37][cH:38][n:39]2)[cH:23][cH:24]1)=[O:40].[ClH:41].[OH2:42]>>[O:3]=[C:4]([CH:5]([CH2:6][CH2:7][CH2:8][N:9]([CH2:10][CH2:11][CH3:12])[CH2:13][CH2:14][CH3:15])[N:16]([CH3:17])[CH2:18][c:19]1[cH:20][cH:21][c:22]([CH2:25][N:26]([CH2:27][c:28]2[n:29]([CH3:33])[cH:30][cH:31][n:32]2)[CH2:34][c:35]2[nH:36][cH:37][cH:38][n:39]2)[cH:23][cH:24]1)[OH:40]. The reactants are C1CC2CNCC1O2, Clc1nc(N2CC3CCC(C2)O3)nc(N2CC3CCC(C2)O3)n1, Cl, FC(F)c1nc2ccccc2[nH]1, [K+], [K+], O=C([O-])[O-], CN(C)C=O. Product: FC(F)c1nc2ccccc2n1-c1nc(N2CC3CCC(C2)O3)nc(N2CC3CCC(C2)O3)n1. RXN SMILES: [CH:43]12[O:44][CH:45]([CH2:46][CH2:47]1)[CH2:48][NH:49][CH2:50]2.[Cl:1][c:2]1[n:3][c:4]([N:16]2[CH2:17][CH:18]3[CH2:19][CH2:20][CH:21]([CH2:22]2)[O:23]3)[n:5][c:6]([N:8]2[CH2:9][CH:10]3[CH2:11][CH2:12][CH:13]([CH2:14]2)[O:15]3)[n:7]1.[ClH:42].[F:24][CH:25]([c:26]1[n:27][c:28]2[c:29]([nH:30]1)[cH:31][cH:32][cH:33][cH:34]2)[F:35].[K+:36].[K+:37].[O-:38][C:39]([O-:40])=[O:41].[O:51]=[CH:52][N:53]([CH3:54])[CH3:55]>>[c:2]1(-[n:27]2[c:26]([CH:25]([F:24])[F:35])[n:30][c:29]3[c:28]2[cH:34][cH:33][cH:32][cH:31]3)[n:3][c:4]([N:16]2[CH2:17][CH:18]3[CH2:19][CH2:20][CH:21]([CH2:22]2)[O:23]3)[n:5][c:6]([N:8]2[CH2:9][CH:10]3[CH2:11][CH2:12][CH:13]([CH2:14]2)[O:15]3)[n:7]1. Starting materials: COC(=O)CBr, CC(C)(C)[O-], CS(C)=O, O=C(Nc1ccn(Cc2ccc(O)cc2C(F)(F)F)n1)c1c(F)cccc1F, [K+]. The product is COC(=O)COc1ccc(Cn2ccc(NC(=O)c3c(F)cccc3F)n2)c(C(F)(F)F)c1. As a reaction SMILES: [Br:35][CH2:36][C:37](=[O:38])[O:39][CH3:40].[CH3:29][C:30]([CH3:31])([O-:32])[CH3:33].[CH3:41][S:42]([CH3:43])=[O:44].[F:1][c:2]1[c:3]([C:4](=[O:5])[NH:6][c:7]2[n:8][n:9]([CH2:12][c:13]3[c:14]([C:20]([F:21])([F:22])[F:23])[cH:15][c:16]([OH:19])[cH:17][cH:18]3)[cH:10][cH:11]2)[c:24]([F:28])[cH:25][cH:26][cH:27]1.[K+:34]>>[F:1][c:2]1[c:3]([C:4](=[O:5])[NH:6][c:7]2[n:8][n:9]([CH2:12][c:13]3[c:14]([C:20]([F:21])([F:22])[F:23])[cH:15][c:16]([O:19][CH2:36][C:37](=[O:38])[O:39][CH3:40])[cH:17][cH:18]3)[cH:10][cH:11]2)[c:24]([F:28])[cH:25][cH:26][cH:27]1. Reaction SMILES: [CH2:1]([c:2]1[cH:3][cH:4][cH:5][cH:6][cH:7]1)[NH:8][CH2:9][C:10](=[O:11])[O:12][CH2:13][CH3:14].[ClH:15].[N:16](=[O:17])[O-:18].[Na+:19].[OH2:20]>>[CH2:1]([c:2]1[cH:3][cH:4][cH:5][cH:6][cH:7]1)[N:8]([CH2:9][C:10](=[O:11])[O:12][CH2:13][CH3:14])[N:16]=[O:17]. Starting materials: CCOC(=O)CNCc1ccccc1, Cl, O=N[O-], [Na+], O. Yields the product CCOC(=O)CN(Cc1ccccc1)N=O. Starting materials: N1(CCNCC1)C1=NC2=CC(=C(C=C2C(=N1)N)OC)OC (2-(1-piperazinyl)-4-amino-6,7-dimethoxyquinazoline), N#CBr (cyanogen bromide), hydrobromide salt. Run in CN(C=O)C (N,N-dimethylformamide). Yields the product C(#N)N1CCN(CC1)C1=NC2=CC(=C(C=C2C(=N1)N)OC)OC (2-(4-Cyanopiperazin-1-yl)-4-amino-6,7-dimethoxyquinazoline). RXN SMILES: [N:1]1([C:7]2[N:16]=[C:15]([NH2:17])[C:14]3[C:9](=[CH:10][C:11]([O:20][CH3:21])=[C:12]([O:18][CH3:19])[CH:13]=3)[N:8]=2)[CH2:6][CH2:5][NH:4][CH2:3][CH2:2]1.[N:22]#[C:23]Br>CN(C)C=O>[C:23]([N:4]1[CH2:5][CH2:6][N:1]([C:7]2[N:16]=[C:15]([NH2:17])[C:14]3[C:9](=[CH:10][C:11]([O:20][CH3:21])=[C:12]([O:18][CH3:19])[CH:13]=3)[N:8]=2)[CH2:2][CH2:3]1)#[N:22]. Procedure details: A mixture of 10.0 g. (0.033 mole) of 2-(1-piperazinyl)-4-amino-6,7-dimethoxyquinazoline, prepared as described in U.S. Pat. No. 3,511,836, 3.54 g. (0.033 mole) of cyanogen bromide and 33 ml. of N,N-dimethylformamide was stirred under nitrogen at room temperature (20°-25° C.) for 6 hours. The precipitated solid was recovered by filtration, washed with ether and air dried to afford 11.6 g. (85%) of the hydrobromide salt of the title compound. The salt was partitioned between 250 ml. of aqueous sat...